This data is from the Open Reaction Database (ORD), a public repository of structured organic reaction records. The task is: describe an organic reaction: reactants, conditions, products, and yield The reactants are CC(=CC1=CC=C(C=C1)OC)C (p-(2,2-dimethylvinyl)anisole), ( b ), CC(C)([O-])C.[K+] (potassium t-butoxide), C(Cl)(Cl)Cl (chloroform). Run in CCCCC (pentane). Product: ClC1(C(C1(C)C)C1=CC=C(C=C1)OC)Cl (p-(2,2-dichloro-3,3-dimethylcyclopropyl)anisole). As a reaction SMILES: [CH3:1][C:2]([CH3:12])=[CH:3][C:4]1[CH:9]=[CH:8][C:7]([O:10][CH3:11])=[CH:6][CH:5]=1.CC(C)([O-])C.[K+].[CH:19]([Cl:22])(Cl)[Cl:20]>CCCCC>[Cl:20][C:19]1([Cl:22])[C:2]([CH3:12])([CH3:1])[CH:3]1[C:4]1[CH:5]=[CH:6][C:7]([O:10][CH3:11])=[CH:8][CH:9]=1 |f:1.2|. Reported procedure: p-(2,2-Dichloro-3,3-dimethylcyclopropyl)anisole was prepared from 58.3 g. of p-(2,2-dimethylvinyl)anisole, 102 g. of potassium t-butoxide, 180 ml. of chloroform and 1800 ml. of pentane according to the procedure described above in Example 1, part (b). The product was recrystallized from hexane to produce p-(2,2-dichloro-3,3-dimethylcyclopropyl)anisole in the form of colorless needles, m.p. 54.5°-57°C.